This data is from the Open Reaction Database (ORD), a public repository of structured organic reaction records. The task is: describe an organic reaction: reactants, conditions, products, and yield Reactants: CC1=CC=C(C=C1)S(=O)(=O)OC (methyl p-tosylate), CCO/C=C/1\C(=O)OC(=N1)C2=CC=CC=C2 (EtOx). Solvent: C(C)#N (acetonitrile). Yields the product CCC1N(CCO1)C2(N(CCO2)C3(NCCO3)CC)CC (PEtOx). As a reaction SMILES: C[C:2]1[CH:7]=[CH:6]C(S(OC)(=O)=O)=CC=1.CCO/C=[C:17]1\[C:18]([O:20][C:21]([C:23]2[CH:28]=CC=CC=2)=[N:22]\1)=O>C(#N)C>[CH3:28][CH2:23][CH:21]1[O:20][CH2:18][CH2:17][N:22]1[C:2]1([CH2:7][CH3:6])[O:20][CH2:18][CH2:17][N:22]1[C:21]1([CH2:23][CH3:28])[O:20][CH2:18][CH2:17][NH:22]1. Procedure: Loading amount: acetonitrile (36 mL), methyl p-tosylate (0.3 mmol, 0.045 mL), EtOx (96 mmol, 9.7 mL), Yield: 7 g, Degree of polymerization (DP)=302, Polydispersity index (PDI: Mw/Mn)=1.1) The reactants are Cc1ccc2cc(C(=O)O)ccc2n1, CNc1ccc(OC)cc1. Reagents/catalysts: CN(C)C(=[N+](C)C)ON1C2=CC=CC=C2N=N1.F[P-](F)(F)(F)(F)F (HBTU), CCN(C(C)C)C(C)C (DIPEA), C1=CC=C2C(=C1)N=NN2O (HOBt). Run in CN(C)C=O (DMF), CN(C)C=O (DMF), CN(C)C=O (DMF), CN(C)C=O (DMF), CN(C)C=O (DMF), CN(C)C=O (DMF). Reaction conditions: temperature 25 celsius, time 2 hour. Yields the product COc1ccc(N(C)C(=O)c2ccc3nc(C)ccc3c2)cc1. Yield: 51.4%. RXN SMILES: CNc1ccc(OC)cc1.Cc1ccc2cc(C(=O)O)ccc2n1.CN(C)C(=[N+](C)C)ON1C2=CC=CC=C2N=N1.F[P-](F)(F)(F)(F)F.C1=CC=C2C(=C1)N=NN2O.CCN(C(C)C)C(C)C.CN(C)C=O>>COc1ccc(N(C)C(=O)c2ccc3nc(C)ccc3c2)cc1. The reactants are ClCOC=1C2=C(SC1C(=O)OC)C=CC=C2 (methyl 3-chloromethoxy-benzo[b]thiophene-2-carboxylate), ClC=1C2=C(SC1C(=O)Cl)C=CC(=C2)OC (3-chloro-5-methoxy-benzo[b]thiophene-2-carbonyl chloride), C1CCC2=NCCCN2CC1 (DBU), Cl.NCCS (cysteamine-HCl). Run in CN(C)C=O (DMF), CO (methanol), C(C)(=O)OCC (ethyl acetate). Conditions: time 1.5 hour. Product: COC=1C=CC2=C(C1)C1=C(C(NCCS1)=O)S2 (2,3-dihydro-9-methoxy[1]benzothieno[2,3-f]-1,4-thiazepin-5(4H)-one). Yield: 74.0%. As a reaction SMILES: ClCOC1C2C=CC=CC=2SC=1C(OC)=O.Cl[C:18]1[C:19]2[CH:29]=[C:28]([O:30][CH3:31])[CH:27]=[CH:26][C:20]=2[S:21][C:22]=1[C:23](Cl)=[O:24].Cl.[NH2:33][CH2:34][CH2:35][SH:36].C1CCN2C(=NCCC2)CC1>CN(C=O)C.C(OCC)(=O)C.CO>[CH3:31][O:30][C:28]1[CH:27]=[CH:26][C:20]2[S:21][C:22]3[C:23](=[O:24])[NH:33][CH2:34][CH2:35][S:36][C:18]=3[C:19]=2[CH:29]=1 |f:2.3|. Procedure details: To a room temperature solution of methyl 3-chloromethoxy-benzo[b]thiophene-2-carboxylate (500 mg, 1.95 mmol) [prepared by reaction of the known 3-chloro-5-methoxy-benzo[b]thiophene-2-carbonyl chloride with methanol- [J. Med. Chem., 35:958 (1992)]] in 20 mL of DMF is added cysteamine-HCl (885 mg, 7.79 mmol) followed by DBU (2.33 mL, 15.58 mmol). The reaction mixture is stirred at room temperature for 1.5 hours then warmed to 70° C. The mixture is diluted with ethyl acetate and washed with aqueous...